From a dataset of the Open Reaction Database (ORD), a public repository of structured organic reaction records. describe an organic reaction: reactants, conditions, products, and yield Starting materials: N1CCC(CC1)C1=CC=C(C=C1)NC(=O)C=1C(=CC=CC1)C1=CC=C(C=C1)C(F)(F)F (N-[4-(4-piperidinyl)phenyl]-4′-(trifluoromethyl)-[1,1′-biphenyl]-2-carboxamide), C(=O)([O-])[O-].[Na+].[Na+] (Na2CO3), BrC(C(=O)OC)C1=CC=CC=C1 (Methyl 2-bromo-2-phenylacetate). Solvent: CN(C)C=O (DMF). Product: C1(=CC=CC=C1)C(C(=O)OC)N1CCC(CC1)C1=CC=C(C=C1)NC(=O)C1=C(C=CC=C1)C1=CC=C(C=C1)C(F)(F)F (methyl α-phenyl-4-[4-[[[4′-(trifluoromethyl)[1,1′-biphenyl]-2-yl]carbonyl]amino]-phenyl]-1-piperidineacetate). Yield: 84.1%. Reaction SMILES: [NH:1]1[CH2:6][CH2:5][CH:4]([C:7]2[CH:12]=[CH:11][C:10]([NH:13][C:14]([C:16]3[C:17]([C:22]4[CH:27]=[CH:26][C:25]([C:28]([F:31])([F:30])[F:29])=[CH:24][CH:23]=4)=[CH:18][CH:19]=[CH:20][CH:21]=3)=[O:15])=[CH:9][CH:8]=2)[CH2:3][CH2:2]1.C([O-])([O-])=O.[Na+].[Na+].Br[CH:39]([C:44]1[CH:49]=[CH:48][CH:47]=[CH:46][CH:45]=1)[C:40]([O:42][CH3:43])=[O:41]>CN(C=O)C>[C:44]1([CH:39]([N:1]2[CH2:6][CH2:5][CH:4]([C:7]3[CH:12]=[CH:11][C:10]([NH:13][C:14]([C:16]4[CH:21]=[CH:20][CH:19]=[CH:18][C:17]=4[C:22]4[CH:23]=[CH:24][C:25]([C:28]([F:29])([F:30])[F:31])=[CH:26][CH:27]=4)=[O:15])=[CH:9][CH:8]=3)[CH2:3][CH2:2]2)[C:40]([O:42][CH3:43])=[O:41])[CH:49]=[CH:48][CH:47]=[CH:46][CH:45]=1 |f:1.2.3|. Procedure: A mixture of intermediate (10) (0.007 mol) and Na2CO3 (0.007 mol) in DMF (50 ml) was stirred at room temperature. Methyl 2-bromo-2-phenylacetate (0.007 mol) was added dropwise. The mixture was stirred for 3 hours. The solvent was evaporated. The residue was triturated under hexane, filtered off and dried, yielding 3.37 g of methyl α-phenyl-4-[4-[[[4′-(trifluoromethyl)[1,1′-biphenyl]-2-yl]carbonyl]amino]-phenyl]-1-piperidineacetate (intermediate 11, mp. 138° C.). Starting materials: ClC=1C=CC(=C(C(=O)O)C1)[N+](=O)[O-] (5-Chloro-2-nitro-benzoic acid), C(C)OC(=O)C1=C2C(SC1N)=CC=C2 (Ethyl-2-aminocyclopenta(B)thiophene-3-carboxylate), S(=O)(Cl)Cl (Thionyl chloride). Solvent: CO (methanol). Run at time 15 hour. Yields the product COC(C1=C(C=CC(=C1)Cl)[N+](=O)[O-])=O (5-chloro-2-nitro-benzoic acid methyl ester), intermediate. The yield is 92.0%. Reaction SMILES: [Cl:1][C:2]1[CH:3]=[CH:4][C:5]([N+:11]([O-:13])=[O:12])=[C:6]([CH:10]=1)[C:7]([OH:9])=[O:8].[CH2:14](OC(C1C(N)SC2=CC=CC=12)=O)C.S(Cl)(Cl)=O>CO>[CH3:14][O:8][C:7](=[O:9])[C:6]1[CH:10]=[C:2]([Cl:1])[CH:3]=[CH:4][C:5]=1[N+:11]([O-:13])=[O:12]. Procedure details: 5-Chloro-2-nitro-benzoic acid (compound A′) (5.0 g) was dissolved in methanol (150 ml). Thionyl chloride (9.5 ml) was added to the solution at 0° C., and the mixture was heated under reflux with stirring for 15 hr. After the completion of the reaction, distilled water was added thereto at 0° C., and the mixture was subjected to separatory extraction with chloroform. The organic layer was washed with distilled water and saturated brine, was dried over sodium sulfate, and was then concentrated to ... Starting materials: ClC1=C(C(=NO)Cl)C=CC=C1 (2-chloro-N-hydroxybenzimidoylchloride), COC(CC(=O)C)=O (methylacetoacetate), C[O-].[Na+] (sodium methoxide). The solvent is CO (methanol). Product: COC(=O)C=1C(=NOC1C)C1=C(C=CC=C1)Cl (methyl-3-(2-chlorophenyl)-5-methylisoxazol-4-carboxylate). Isolated yield 59.6%. RXN SMILES: [Cl:1][C:2]1[CH:11]=[CH:10][CH:9]=[CH:8][C:3]=1[C:4](Cl)=[N:5][OH:6].[CH3:12][O:13][C:14](=[O:19])[CH2:15][C:16]([CH3:18])=O.C[O-].[Na+]>CO>[CH3:12][O:13][C:14]([C:15]1[C:4]([C:3]2[CH:8]=[CH:9][CH:10]=[CH:11][C:2]=2[Cl:1])=[N:5][O:6][C:16]=1[CH3:18])=[O:19] |f:2.3|. Reported procedure: In a similar manner as described in Preparation Example 17, by using methanol (160 mL), 2-chloro-N-hydroxybenzimidoylchloride (8.0 g, 42.10 mmol), methylacetoacetate (9.78 g, 84.20 mmol) and sodium methoxide (6.83 g, 126.30 mmol), a white solid required compound (6.32 g, 25.11 mmol, 60%) was obtained. Starting materials: ClC1=NC=C(C(=N1)NC1=CC2=C(C=C1)OCCO2)F (2-chloro-N4-(3,4-ethylenedioxyphenyl)-5-fluoro-4-pyrimidineamine), ClC=1N=C(NC1Cl)N (4,5-dichloro-1H-imidazoleamine). Product: ClC=1N=CN(C1Cl)C1=CC=C(C=C1)NC1=NC=C(C(=N1)NC1=CC2=C(C=C1)OCCO2)F (N2-[4-(4,5-dichloro-1H-imidazol-1-yl)phenyl]-N4-(3,4-ethylenedioxyphenyl)-5-fluoro-2,4-pyrimidinediamine). Reaction SMILES: Cl[C:2]1[N:7]=[C:6]([NH:8][C:9]2[CH:14]=[CH:13][C:12]3[O:15][CH2:16][CH2:17][O:18][C:11]=3[CH:10]=2)[C:5]([F:19])=[CH:4][N:3]=1.[Cl:20][C:21]1[N:22]=[C:23](N)[NH:24][C:25]=1[Cl:26]>>[Cl:26][C:25]1[N:24]=[CH:23][N:22]([C:12]2[CH:13]=[CH:14][C:9]([NH:8][C:2]3[N:7]=[C:6]([NH:8][C:9]4[CH:14]=[CH:13][C:12]5[O:15][CH2:16][CH2:17][O:18][C:11]=5[CH:10]=4)[C:5]([F:19])=[CH:4][N:3]=3)=[CH:10][CH:11]=2)[C:21]=1[Cl:20]. Procedure details: In like manner to the preparation of N4-(3,4-ethylenedioxyphenyl)-5-fluoro-N2-(3-hydroxyphenyl)-2,4-pyrimidinediamine, the reaction of 2-chloro-N4-(3,4-ethylenedioxyphenyl)-5-fluoro-4-pyrimidineamine with 4,5-dichloro-1H-imidazoleamine gave N2-[4-(4,5-dichloro-1H-imidazol-1-yl)phenyl]-N4-(3,4-ethylenedioxyphenyl)-5-fluoro-2,4-pyrimidinediamine. 1H NMR (DMSO-d6): δ 10.10 (s, 1H), 9.85 (s, 1H), 8.20 (d, 1H, J=4.2 Hz), 8.01 (s, 1H), 7.78 (d, 1H, J=8.7 Hz), 7.36 (d, 1H, J=9 Hz), 7.25 (d, 1H, J=3 Hz)... Reactants: Cc1cc(NC(=O)OC(C)(C)C)c(NC(=O)CC(=O)c2cccc(-c3cccnc3C)c2)cc1C(F)(F)F, ClCCl, O=C(O)C(F)(F)F. The product is Cc1cc2c(cc1C(F)(F)F)NC(=O)CC(c1cccc(-c3cccnc3C)c1)=N2. As a reaction SMILES: [C:1]([O:2][C:3](=[O:4])[NH:7][c:8]1[c:9]([NH:19][C:20]([CH2:21][C:22](=[O:5])[c:24]2[cH:25][c:26](-[c:30]3[c:31]([CH3:36])[n:32][cH:33][cH:34][cH:35]3)[cH:27][cH:28][cH:29]2)=[O:37])[cH:10][c:11]([C:15]([F:16])([F:17])[F:18])[c:12]([CH3:14])[cH:13]1)([CH3:6])([CH3:23])[CH3:38].[Cl:46][CH2:47][Cl:48].[F:39][C:40]([F:41])([F:42])[C:43]([OH:44])=[O:45]>>[N:7]1=[C:22]([c:24]2[cH:25][c:26](-[c:30]3[c:31]([CH3:36])[n:32][cH:33][cH:34][cH:35]3)[cH:27][cH:28][cH:29]2)[CH2:21][C:20](=[O:37])[NH:19][c:9]2[c:8]1[cH:13][c:12]([CH3:14])[c:11]([C:15]([F:16])([F:17])[F:18])[cH:10]2. Conditions: temperature -10 celsius, time 1 hour. Product: CC1(C(=C(C(O1)O)C1=CC(=CC=C1)F)C1=CC=C(C=C1)S(=O)(=O)C)C (5,5-Dimethyl-3-(3-fluorophenyl)-2-hydroxy-4-(4-(methylsulfonyl)phenyl)-2,5-dihydrofuran). The reactants are CC1(C(=C(C(O1)=O)C1=CC(=CC=C1)F)C1=CC=C(C=C1)S(=O)(=O)C)C (5,5-dimethyl-3-(3-fluorophenyl)-4-(4-(methylsulfonyl)phenyl)-2-(5H)-furanone), CC(C)C[AlH]CC(C)C (DIBAL), C(=O)([O-])C(O)C(O)C(=O)[O-].[Na+].[K+] (potassium sodium tartrate), CC(=O)C (acetone). Solvent: C1CCOC1 (THF), CO (methanol). RXN SMILES: [CH3:1][C:2]1([CH3:25])[O:6][C:5](=[O:7])[C:4]([C:8]2[CH:13]=[CH:12][CH:11]=[C:10]([F:14])[CH:9]=2)=[C:3]1[C:15]1[CH:20]=[CH:19][C:18]([S:21]([CH3:24])(=[O:23])=[O:22])=[CH:17][CH:16]=1.CC(C[AlH]CC(C)C)C.CC(C)=O.C(C(C(C([O-])=O)O)O)([O-])=O.[Na+].[K+]>C1COCC1.CO>[CH3:1][C:2]1([CH3:25])[O:6][CH:5]([OH:7])[C:4]([C:8]2[CH:13]=[CH:12][CH:11]=[C:10]([F:14])[CH:9]=2)=[C:3]1[C:15]1[CH:20]=[CH:19][C:18]([S:21]([CH3:24])(=[O:23])=[O:22])=[CH:17][CH:16]=1 |f:3.4.5|. Procedure details: To a -50° C. solution of 5,5-dimethyl-3-(3-fluorophenyl)-4-(4-(methylsulfonyl)phenyl)-2-(5H)-furanone (30 g, 83.3 mmol) in 500 mL of THF was added dropwise a solution of DIBAL (90 mL, 1.5 M in toluene) over a period of 15 min. The reaction mixture was allowed to warm to -10° C. over a period of 1 h, then treated with 20 mL of acetone, followed by 50 mL of methanol. The reaction mixture was then warmed to -20° C. and treated with aqueous potassium sodium tartrate (20%, 400 mL). After stirring at ... As a reaction SMILES: [CH3:43][OH:44].[Cl:29][CH2:30][Cl:31].[F:1][c:2]1[cH:3][c:4]([CH3:28])[c:5]([CH:8]([c:9]2[cH:10][nH:11][c:12]3[c:13]([CH2:18][S:19][CH3:20])[cH:14][cH:15][cH:16][c:17]23)[c:21]2[cH:22][cH:23][c:24]([F:27])[cH:25][cH:26]2)[cH:6][cH:7]1.[OH:32][O:33][C:34]([c:35]1[cH:36][c:37]([Cl:38])[cH:39][cH:40][cH:41]1)=[O:42]>>[F:1][c:2]1[cH:3][c:4]([CH3:28])[c:5]([CH:8]([c:9]2[cH:10][nH:11][c:12]3[c:13]([CH2:18][S:19]([CH3:20])=[O:32])[cH:14][cH:15][cH:16][c:17]23)[c:21]2[cH:22][cH:23][c:24]([F:27])[cH:25][cH:26]2)[cH:6][cH:7]1. Starting materials: CO, ClCCl, CSCc1cccc2c(C(c3ccc(F)cc3)c3ccc(F)cc3C)c[nH]c12, O=C(OO)c1cccc(Cl)c1. Yields the product Cc1cc(F)ccc1C(c1ccc(F)cc1)c1c[nH]c2c(CS(C)=O)cccc12.